This data is from the Open Reaction Database (ORD), a public repository of structured organic reaction records. The task is: describe an organic reaction: reactants, conditions, products, and yield Reactants: NC(CN1C=C(C=CC1NS(=O)(=O)C1=CC=C(C=C1)C)OC=1C=CC(=C(C1)NC(=O)C1=CC(=NN1C)C)F)=O (N-{5-[(1-(2-amino-2-oxoethyl)-6-{[(4-methylphenyl)sulfonyl]amino}-1,6-dihydropyridin-3-yl)oxy]-2-fluorophenyl}-1,3-dimethyl-1H-pyrazole-5-carboxamide), FC(C(=O)OC(C(F)(F)F)=O)(F)F (trifluoroacetic anhydride). Solvent: ClCCl (dichloromethane). Conditions: time 6 hour. Product: NC=1N=C2N(C=C(C=C2)OC=2C=CC(=C(C2)NC(=O)C2=CC(=NN2C)C)F)C1 (N-{5-[(2-aminoimidazo[1,2-a]pyridin-6-yl)oxy]-2-fluorophenyl}-1,3-dimethyl-1H-pyrazole-5-carboxamide). The yield is 18.1%. RXN SMILES: [NH2:1][C:2](=O)[CH2:3][N:4]1[CH:9]([NH:10]S(C2C=CC(C)=CC=2)(=O)=O)[CH:8]=[CH:7][C:6]([O:21][C:22]2[CH:23]=[CH:24][C:25]([F:38])=[C:26]([NH:28][C:29]([C:31]3[N:35]([CH3:36])[N:34]=[C:33]([CH3:37])[CH:32]=3)=[O:30])[CH:27]=2)=[CH:5]1.FC(F)(F)C(OC(=O)C(F)(F)F)=O>ClCCl>[NH2:1][C:2]1[N:10]=[C:9]2[CH:8]=[CH:7][C:6]([O:21][C:22]3[CH:23]=[CH:24][C:25]([F:38])=[C:26]([NH:28][C:29]([C:31]4[N:35]([CH3:36])[N:34]=[C:33]([CH3:37])[CH:32]=4)=[O:30])[CH:27]=3)=[CH:5][N:4]2[CH:3]=1. Reported procedure: A mixture of N-{5-[(1-(2-amino-2-oxoethyl)-6-{[(4-methylphenyl)sulfonyl]amino}-1,6-dihydropyridin-3-yl)oxy]-2-fluorophenyl}-1,3-dimethyl-1H-pyrazole-5-carboxamide (5.85 g, 10.6 mmol), trifluoroacetic anhydride (40 mL) and dichloromethane (40 mL) was stirred at room temperature for 6 hr. The reaction solution was concentrated under reduced pressure, ethyl acetate (50 mL) and saturated aqueous sodium hydrogen carbonate solution (50 mL) were added to the residue and the mixture was stirred for 10 m... Starting materials: [BH4-], N#Cc1c(Oc2ccc(F)c(NC(=O)C(F)(F)F)c2)ccc2nc(NC(=O)C3CC3)sc12, CCO, CO, [Na+]. Product: N#Cc1c(Oc2ccc(F)c(N)c2)ccc2nc(NC(=O)C3CC3)sc12. As a reaction SMILES: [BH4-:1].[C:5](#[N:6])[c:7]1[c:8]([O:22][c:23]2[cH:24][c:25]([NH:30][C:31](=[O:32])[C:33]([F:34])([F:35])[F:36])[c:26]([F:29])[cH:27][cH:28]2)[cH:9][cH:10][c:11]2[n:12][c:13]([NH:16][C:17](=[O:18])[CH:19]3[CH2:20][CH2:21]3)[s:14][c:15]12.[CH3:37][CH2:38][OH:39].[CH3:3][OH:4].[Na+:2]>>[C:5](#[N:6])[c:7]1[c:8]([O:22][c:23]2[cH:24][c:25]([NH2:30])[c:26]([F:29])[cH:27][cH:28]2)[cH:9][cH:10][c:11]2[n:12][c:13]([NH:16][C:17](=[O:18])[CH:19]3[CH2:20][CH2:21]3)[s:14][c:15]12. The reactants are CC1=CC=C2C=C(C(OC2=C1C)C(F)(F)F)C(=O)OCC (ethyl 7,8-dimethyl-2-(trifluoromethyl)-2H-chromene-3-carboxylat), ClCl (Cl2), ClCl (chlorine). Solvent: CC(=O)O (HOAc). Conditions: time 2 hour. Product: ClC=1C=C2C=C(C(OC2=C(C1C)C)C(F)(F)F)C(=O)OCC (ethyl 6-chloro-7,8-dimethyl-2-(trifluoromethyl)-2H-chromene-3-carboxylate). As a reaction SMILES: [CH3:1][C:2]1[C:11]([CH3:12])=[C:10]2[C:5]([CH:6]=[C:7]([C:17]([O:19][CH2:20][CH3:21])=[O:18])[CH:8]([C:13]([F:16])([F:15])[F:14])[O:9]2)=[CH:4][CH:3]=1.[Cl:22]Cl>CC(O)=O>[Cl:22][C:3]1[CH:4]=[C:5]2[C:10](=[C:11]([CH3:12])[C:2]=1[CH3:1])[O:9][CH:8]([C:13]([F:16])([F:14])[F:15])[C:7]([C:17]([O:19][CH2:20][CH3:21])=[O:18])=[CH:6]2. Reported procedure: To a solution of ethyl 7,8-dimethyl-2-(trifluoromethyl)-2H-chromene-3-carboxylat (4.0 g, 13.3 mmol) in 75 mL HOAc was added Cl2 until the solvent was saturated as indicated by the greenish chlorine cloud above the solvent. After 2 h, the reaction was flushed with N2 and subsequently treated with excess Zn dust for 1.5 h. The reaction mixture was decanted from the Zn and concentrated under vacuum. The resulting residue was dissolved in 300 mL of EtOAc and washed with 100 mL 1 M KHSO4 and 100 mL b... The reactants are S(O)(O)(=O)=O (sulfuric acid), OC1=CC=C(C(=O)O)C=C1 (4-hydroxybenzoic acid), OC1=CC=2C(C3=CC(=CC=C3C2C=C1)O)C (2,7-dihydroxy-9-methylfluorene), B(O)(O)O (boric acid). Solvent: C=1(C(=CC=CC1)C)C (xylene). Product: OC1=CC=C(C(=O)OC2=CC=3C(C4=CC(=CC=C4C3C=C2)OC(C2=CC=C(C=C2)O)=O)C)C=C1 (2,7-bis(4-hydroxybenzoyloxy)-9-methylfluorene). Yield: 70.0%. Reaction SMILES: S(=O)(=O)(O)O.[OH:6][C:7]1[CH:15]=[CH:14][C:10]([C:11]([OH:13])=[O:12])=[CH:9][CH:8]=1.[OH:16][C:17]1[CH:29]=[CH:28][C:27]2[C:26]3[C:21](=[CH:22][C:23](O)=[CH:24][CH:25]=3)[CH:20]([CH3:31])[C:19]=2[CH:18]=1.B(O)(O)O>C1(C)C(C)=CC=CC=1>[OH:6][C:7]1[CH:15]=[CH:14][C:10]([C:11]([O:13][C:23]2[CH:24]=[CH:25][C:26]3[C:27]4[C:19](=[CH:18][C:17]([O:16][C:11](=[O:12])[C:10]5[CH:14]=[CH:15][C:7]([OH:6])=[CH:8][CH:9]=5)=[CH:29][CH:28]=4)[CH:20]([CH3:31])[C:21]=3[CH:22]=2)=[O:12])=[CH:9][CH:8]=1. Procedure details: In a nitrogen atmosphere, concentrated sulfuric acid (0.2 mL) was added to a mixture of 4-hydroxybenzoic acid (13.0 g), 2,7-dihydroxy-9-methylfluorene (10.0 g), boric acid (0.3 g) and xylene (120 mL), and the mixture was heated under reflux for 6 hours while removing water. A solid matter thus deposited was collected by filtration under reduced pressure, and rinsed with toluene. The solid matter was recrystallized from a mixed solvent of ethanol (75 mL) and acetone (75 mL) to provide 2,7-bis(4-h... Reported procedure: Using 0.8 g of 6-chloro-7-methylimidazo[1,2-b]pyridazine and 1.52 g of 5-(N,N-dimethylaminomethylene)aminosulfonyl-2,2-diethyl-1-pentanol, 0.84 gof the title compound was obtained in the same manner as in Example 14. The reactants are ClC=1C(=CC=2N(N1)C=CN2)C (6-chloro-7-methylimidazo[1,2-b]pyridazine), CN(C)C=NS(=O)(=O)CCCC(CO)(CC)CC (5-(N,N-dimethylaminomethylene)aminosulfonyl-2,2-diethyl-1-pentanol). The product is C(C)C(COC=1C(=CC=2N(N1)C=CN2)C)(CCCS(N)(=O)=O)CC (6-(2,2-diethyl-5-sulfamoyl-1-pentyloxy)-7-methylimidazo[1,2-b]pyridazine). Reaction SMILES: Cl[C:2]1[C:3]([CH3:11])=[CH:4][C:5]2[N:6]([CH:8]=[CH:9][N:10]=2)[N:7]=1.CN(C=[N:16][S:17]([CH2:20][CH2:21][CH2:22][C:23]([CH2:28][CH3:29])([CH2:26][CH3:27])[CH2:24][OH:25])(=[O:19])=[O:18])C>>[CH2:28]([C:23]([CH2:26][CH3:27])([CH2:22][CH2:21][CH2:20][S:17](=[O:19])(=[O:18])[NH2:16])[CH2:24][O:25][C:2]1[C:3]([CH3:11])=[CH:4][C:5]2[N:6]([CH:8]=[CH:9][N:10]=2)[N:7]=1)[CH3:29]. Solvent: C(C)O.C(Cl)Cl (ethanol methylenechloride). The reactants are C(C)O (ethanol), C=O (formaldehyde), COC=1C=C(CCN)C=CC1OC (3,4-dimethoxyphenethylamine), C(C1=CC=CC=C1)=O (benzaldehyde). Product: desired product, C(C1=CC=CC=C1)N(C)CCC1=CC(=C(C=C1)OC)OC (N-benzyl-N-methyl-3,4-dimethoxyphenethylamine). Reaction SMILES: [CH3:1][O:2][C:3]1[CH:4]=[C:5]([CH:9]=[CH:10][C:11]=1[O:12][CH3:13])[CH2:6][CH2:7][NH2:8].[CH:14](=O)[C:15]1[CH:20]=[CH:19][CH:18]=[CH:17][CH:16]=1.C=O.[CH2:24](O)C>[Pd].C(O)C.C(Cl)Cl>[CH2:14]([N:8]([CH2:7][CH2:6][C:5]1[CH:9]=[CH:10][C:11]([O:12][CH3:13])=[C:3]([O:2][CH3:1])[CH:4]=1)[CH3:24])[C:15]1[CH:20]=[CH:19][CH:18]=[CH:17][CH:16]=1 |f:5.6|. Procedure details: In the first step 3,4-dimethoxyphenethylamine, benzaldehyde and formaldehyde are hydrogenated in the presence of a catalyst, e.g. palladium on carbon, either at normal or slightly elevated pressure, preferably a pressure of 2-3 atm (0.2-0.3 MPa), and the temperature is room temperature or slightly elevated temperature, preferably 20°-30° C. As solvent is used an organic solvent, e.g. ethanol or an ethanol-methylenechloride (1:1)-mixture. The desired product, N-benzyl-N-methyl-3,4-dimethoxyphenet... The reagents and catalysts are [Pd] (palladium on carbon).